Dataset: the Open Reaction Database (ORD), a public repository of structured organic reaction records. Task: describe an organic reaction: reactants, conditions, products, and yield Reactants: O=C([O-])O, CCN=C=NCCCN(C)C, CC1CNCCN1c1nnc(-c2ccccc2)c2ccccc12, CCOC(C)=O, Cl, [Na+], CN(C)C=O, O=C1CCC(C(=O)O)CC1, On1nnc2cccnc21. The product is CC1CN(C(=O)C2CCC(=O)CC2)CCN1c1nnc(-c2ccccc2)c2ccccc12. Reaction SMILES: [C:56](=[O:57])([OH:58])[O-:59].[CH2:45]([N:46]=[C:47]=[N:48][CH2:49][CH2:50][CH2:51][N:52]([CH3:53])[CH3:54])[CH3:55].[CH3:1][CH:2]1[N:3]([c:8]2[n:9][n:10][c:11](-[c:18]3[cH:19][cH:20][cH:21][cH:22][cH:23]3)[c:12]3[cH:13][cH:14][cH:15][cH:16][c:17]23)[CH2:4][CH2:5][NH:6][CH2:7]1.[CH3:61][CH2:62][O:63][C:64](=[O:65])[CH3:66].[ClH:44].[Na+:60].[O:67]=[CH:68][N:69]([CH3:70])[CH3:71].[OH:24][C:25](=[O:26])[CH:27]1[CH2:28][CH2:29][C:30](=[O:31])[CH2:32][CH2:33]1.[n:34]1[c:35]2[c:36]([n:37][cH:38][cH:39][cH:40]2)[n:41]([OH:42])[n:43]1>>[CH3:1][CH:2]1[N:3]([c:8]2[n:9][n:10][c:11](-[c:18]3[cH:19][cH:20][cH:21][cH:22][cH:23]3)[c:12]3[cH:13][cH:14][cH:15][cH:16][c:17]23)[CH2:4][CH2:5][N:6]([C:25](=[O:24])[CH:27]2[CH2:28][CH2:29][C:30](=[O:31])[CH2:32][CH2:33]2)[CH2:7]1. The reactants are aldehyde, C(CCC)[Li] (n-butyl lithium), C(CC(=O)C)(=O)OC (methyl acetoacetate), [H-].[Na+] (NaH), COC1=CC=C(C=O)C=C1 (4-methoxybenzaldehyde). Solvent: O1CCCC1 (tetrahydrofuran), CCCCCC (hexane). Reaction conditions: temperature 0 celsius, time 15 minute. The product is OC1=CC(OC(C1)C1=CC=C(C=C1)OC)=O (5,6-Dihydro-4-hydroxy-6-(4-methoxyphenyl)-2H-pyran-2-one), solid. RXN SMILES: [C:1]([O:7][CH3:8])(=[O:6])[CH2:2][C:3]([CH3:5])=[O:4].[H-].[Na+].C([Li])CCC.[CH3:16][O:17][C:18]1[CH:25]=[CH:24][C:21](C=O)=[CH:20][CH:19]=1>CCCCCC.O1CCCC1>[OH:4][C:3]1[CH2:5][CH:8]([C:21]2[CH:24]=[CH:25][C:18]([O:17][CH3:16])=[CH:19][CH:20]=2)[O:7][C:1](=[O:6])[CH:2]=1 |f:1.2|. Reported procedure: The title compound was prepared as described in General Method 1 using 5 mL of methyl acetoacetate, 2.0 g of NaH 60% dispersion in oil, 25 mL of 2.0M n-butyl lithium in hexane, 7.0 mL of 4-methoxybenzaldehyde and 150 mL of tetrahydrofuran. After addition of the aldehyde, the reaction was stirred for 15 minutes at 0° C. then allowed to warm to room temperature overnight. The crude product was triturated from diethyl ether to afford a solid (m.p.159°-162° C. (dec.)). 1H NMR (CDCl3) δ 2.91 (dd, 2 H... Starting materials: C(C)OC(C1=CC(=C(C=C1)O)O)=O (3,4-Dihydroxybenzoic acid ethyl ester), C([O-])([O-])=O.[K+].[K+] (potassium carbonate), ICC (iodoethane), C([O-])([O-])=O.[K+].[K+] (potassium carbonate), ICC (iodoethane). The solvent is CN(C)C=O (DMF). Run at time 5 minute. The product is C(C)OC(C1=CC(=C(C=C1)OCC)O)=O (4-Ethoxy-3-hydroxy-benzoic acid ethyl ester). Reaction SMILES: [CH2:1]([O:3][C:4](=[O:13])[C:5]1[CH:10]=[CH:9][C:8]([OH:11])=[C:7]([OH:12])[CH:6]=1)[CH3:2].C(=O)([O-])[O-].[K+].[K+].I[CH2:21][CH3:22]>CN(C=O)C>[CH2:1]([O:3][C:4](=[O:13])[C:5]1[CH:10]=[CH:9][C:8]([O:11][CH2:21][CH3:22])=[C:7]([OH:12])[CH:6]=1)[CH3:2] |f:1.2.3|. Procedure details: 3,4-Dihydroxybenzoic acid ethyl ester (3.00 g, 16.0 mmol) was suspended in DMF (10 ml), potassium carbonate (2.21 g, 16.0 mmol) was added, the mixture was stirred for 5 min at room temperature, and then iodoethane (2.49 g, 16.0 mmol) was added. The mixture was stirred overnight, the addition of potassium carbonate and of iodoethane was repeated, and the mixture was stirred overnight again. The mixture was partitioned between 2 N hydrochloric acid and EA, the aqueous phase extracted with EA, and ... As a reaction SMILES: [C:1]1(=[O:11])[c:2]2[c:3]([cH:7][cH:8][cH:9][cH:10]2)[C:4](=[O:6])[NH:5]1.[CH3:48][N:49]([CH3:50])[CH:51]=[O:52].[I:13][c:14]1[cH:15][cH:16][c:17]([CH2:20][CH2:21][CH:22]([CH:23]([C:24](=[O:25])[O:26][C:27]([CH3:28])([CH3:29])[CH3:30])[CH2:31][CH2:32][O:33][S:34]([CH3:35])(=[O:36])=[O:37])[O:38][CH2:39][c:40]2[cH:41][cH:42][c:43]([O:46][CH3:47])[cH:44][cH:45]2)[cH:18][cH:19]1.[K:12]>>[C:1]1(=[O:11])[c:2]2[c:3]([cH:7][cH:8][cH:9][cH:10]2)[C:4](=[O:6])[N:5]1[CH2:32][CH2:31][CH:23]([CH:22]([CH2:21][CH2:20][c:17]1[cH:16][cH:15][c:14]([I:13])[cH:19][cH:18]1)[O:38][CH2:39][c:40]1[cH:41][cH:42][c:43]([O:46][CH3:47])[cH:44][cH:45]1)[C:24](=[O:25])[O:26][C:27]([CH3:28])([CH3:29])[CH3:30]. Yields the product COc1ccc(COC(CCc2ccc(I)cc2)C(CCN2C(=O)c3ccccc3C2=O)C(=O)OC(C)(C)C)cc1. Starting materials: O=C1NC(=O)c2ccccc21, CN(C)C=O, COc1ccc(COC(CCc2ccc(I)cc2)C(CCOS(C)(=O)=O)C(=O)OC(C)(C)C)cc1, [K]. The reactants are [Li]CCCC, CC(=O)O, Cc1noc(NS(=O)(=O)c2ccsc2C2SCCCS2)c1Cl, Cc1cc2c(cc1CCl)COC2, C1CCOC1, O, O=C(O)CC(O)(CC(=O)O)C(=O)O. Product: Cc1cc2c(cc1CC1(c3sccc3S(=O)(=O)Nc3onc(C)c3Cl)SCCCS1)COC2. Reaction SMILES: [CH2:23]([Li:24])[CH2:25][CH2:26][CH3:27].[CH3:40][C:41](=[O:42])[OH:43].[Cl:1][c:2]1[c:3]([CH3:22])[n:4][o:5][c:6]1[NH:7][S:8](=[O:9])(=[O:10])[c:11]1[c:12]([CH:16]2[S:17][CH2:18][CH2:19][CH2:20][S:21]2)[s:13][cH:14][cH:15]1.[Cl:28][CH2:29][c:30]1[cH:31][c:32]2[c:33]([cH:37][c:38]1[CH3:39])[CH2:34][O:35][CH2:36]2.[O:58]1[CH2:59][CH2:60][CH2:61][CH2:62]1.[OH2:57].[OH:44][C:45]([CH2:46][C:47]([C:48](=[O:49])[OH:50])([CH2:51][C:52](=[O:53])[OH:54])[OH:55])=[O:56]>>[Cl:1][c:2]1[c:3]([CH3:22])[n:4][o:5][c:6]1[NH:7][S:8](=[O:9])(=[O:10])[c:11]1[c:12]([C:16]2([CH2:29][c:30]3[cH:31][c:32]4[c:33]([cH:37][c:38]3[CH3:39])[CH2:34][O:35][CH2:36]4)[S:17][CH2:18][CH2:19][CH2:20][S:21]2)[s:13][cH:14][cH:15]1. Starting materials: CC(C)(C)C(=O)OCCl, [Na+], O=C(COc1ccccc1)NC1CON(C2(C(=O)[O-])CCC(=O)O2)C1=O, CN(C)C=O, O. Product: CC(C)(C)C(=O)OCOC(=O)C1(N2OCC(NC(=O)COc3ccccc3)C2=O)CCC(=O)O1. Reaction SMILES: [C:28]([C:29]([CH3:30])([CH3:31])[CH3:32])(=[O:33])[O:34][CH2:35][Cl:36].[Na+:27].[O:1]([c:2]1[cH:3][cH:4][cH:5][cH:6][cH:7]1)[CH2:8][C:9](=[O:10])[NH:11][CH:12]1[C:13](=[O:26])[N:14]([C:17]2([C:23](=[O:24])[O-:25])[O:18][C:19](=[O:22])[CH2:20][CH2:21]2)[O:15][CH2:16]1.[O:38]=[CH:39][N:40]([CH3:41])[CH3:42].[OH2:37]>>[O:1]([c:2]1[cH:3][cH:4][cH:5][cH:6][cH:7]1)[CH2:8][C:9](=[O:10])[NH:11][CH:12]1[C:13](=[O:26])[N:14]([C:17]2([C:23](=[O:24])[O:25][CH2:35][O:34][C:28]([C:29]([CH3:30])([CH3:31])[CH3:32])=[O:33])[O:18][C:19](=[O:22])[CH2:20][CH2:21]2)[O:15][CH2:16]1. The reactants are C(C)(=O)C(C(=O)OCC)CC(=O)OCC (Diethyl acetylsuccinate), FC1=C(O)C=CC(=C1O)F (2,4-difluororesorcinol), ice water. The solvent is CS(=O)(=O)O (methanesulfonic acid). Run at time 16 hour. Product: FC=1C=C2C(=C(C(OC2=C(C1O)F)=O)CC(=O)OCC)C (6,8-difluoro-7-hydroxy-4-methylcoumarin-3-acetic acid, ethyl ester). The yield is 39.9%. Reaction SMILES: [C:1]([CH:4]([CH2:10][C:11]([O:13][CH2:14][CH3:15])=[O:12])[C:5](OCC)=[O:6])(=O)[CH3:2].[F:16][C:17]1[C:23]([OH:24])=[C:22]([F:25])[CH:21]=[CH:20][C:18]=1[OH:19]>CS(O)(=O)=O>[F:25][C:22]1[CH:21]=[C:20]2[C:18](=[C:17]([F:16])[C:23]=1[OH:24])[O:19][C:5](=[O:6])[C:4]([CH2:10][C:11]([O:13][CH2:14][CH3:15])=[O:12])=[C:1]2[CH3:2]. Procedure details: Diethyl acetylsuccinate (2.4 g, 11.1 mmol) is added to a solution of Compound 4 (1.3 g, 8.9 mmol) in 20 mL methanesulfonic acid at 20° C. The reaction is stirred for 16 hours and poured into 200 mL ice water. The product is extracted with EtOAc (80 mL×2), washed with brine (40 mL), dried over anhydrous MgSO4, and concentrated in vacuo to yield a brown oil. The crude oil is purified by column chromatography on silica gel eluted with CHCl3 /MeOH (95:5 to 90:10) to yield 1.06 g (40%) of Compound 10...